describe an organic reaction: reactants, conditions, products, and yield From a dataset of the Open Reaction Database (ORD), a public repository of structured organic reaction records. The reactants are CCOC(C)=O, CS(C)=O, O=[N+]([O-])c1cc(C(F)(F)F)ccc1F, O, c1c[nH]cn1. Product: O=[N+]([O-])c1cc(C(F)(F)F)ccc1-n1ccnc1. Reaction SMILES: [CH3:21][CH2:22][O:23][C:24]([CH3:25])=[O:26].[CH3:27][S:28]([CH3:29])=[O:30].[F:6][c:7]1[c:8]([N+:17](=[O:18])[O-:19])[cH:9][c:10]([C:13]([F:14])([F:15])[F:16])[cH:11][cH:12]1.[OH2:20].[nH:1]1[cH:2][n:3][cH:4][cH:5]1>>[n:1]1(-[c:7]2[c:8]([N+:17](=[O:18])[O-:19])[cH:9][c:10]([C:13]([F:14])([F:15])[F:16])[cH:11][cH:12]2)[cH:2][n:3][cH:4][cH:5]1. Reactants: ClC=1C(NN=CC1N(CC1=CC(=C(C=C1)OC)N1CCN(CC1)C)OC=C=O)=O (4-chloro-5-[3-(4-methylpiperazin-1-yl)-carbonylmethoxy-4-methoxybenzylamino]-3(2H)-pyridazinone), Cl (hydrochloric acid), O (water), [OH-].[K+] (potassium hydroxide), C(C)O (ethanol). Reaction conditions: time 8 hour. The product is ClC=1C(NN=CC1NCC1=CC(=C(C=C1)OC)OCC(=O)O)=O (4-Chloro-5-(3-carboxymethyloxy-4-methoxybenzylamino)-3(2H)-pyridazinone). RXN SMILES: [Cl:1][C:2]1[C:3](=[O:29])[NH:4][N:5]=[CH:6][C:7]=1[N:8](OC=C=O)[CH2:9][C:10]1[CH:15]=[CH:14][C:13]([O:16][CH3:17])=[C:12](N2CCN(C)CC2)[CH:11]=1.[OH-:30].[K+].[CH2:32]([OH:34])[CH3:33].Cl.[OH2:36]>>[Cl:1][C:2]1[C:3](=[O:29])[NH:4][N:5]=[CH:6][C:7]=1[NH:8][CH2:9][C:10]1[CH:15]=[CH:14][C:13]([O:16][CH3:17])=[C:12]([O:34][CH2:32][C:33]([OH:36])=[O:30])[CH:11]=1 |f:1.2|. Procedure details: A mixture comprising 0.3 g of 4-chloro-5-[3-(4-methylpiperazin-1-yl)-carbonylmethoxy-4-methoxybenzylamino]-3(2H)-pyridazinone, 2.0 g of potassium hydroxide, 10 ml of ethanol and 2 ml of water, was refluxed under heating with stirring overnight. The reaction solution was neutralized with an aqueous hydrochloric acid solution. Then, the solvent was distilled off under reduced pressure. Then, water was added to the obtained residue, and the mixture was extracted with chloroform. The extract solutio... The reactants are C(C)(C)OC(C)C (diisopropylether), FC(C(=O)O)(F)F (Trifluoroacetic acid), C(C1=CC=CC=C1)(C1=CC=CC=C1)OC(=O)CON=C(C(=O)NC1[C@@H]2N(C(=C(CS2=O)C=C(F)F)C(=O)OC(C2=CC=CC=C2)C2=CC=CC=C2)C1=O)C=1N=C(SC1)N (benzhydryl 7-[2-benzhydryloxycarbonylmethoxyimino-2-(2-aminothiazol-4-yl)acetamido]-3-(2,2-difluorovinyl)-3-cephem-4-carboxylate-1-oxide), C1(=CC=CC=C1)OC (anisole). The solvent is C(Cl)Cl (methylene chloride). Reaction conditions: time 30 minute. Yields the product C(=O)(O)CON=C(C(=O)NC1[C@@H]2N(C(=C(CS2=O)C=C(F)F)C(=O)O)C1=O)C=1N=C(SC1)N (7-[2-carboxymethoxyimino-2-(2-aminothiazol-4-yl)acetamido]-3-(2,2-difluorovinyl)-3-cephem-4-carboxylic acid-1-oxide). The yield is 27.6%. RXN SMILES: FC(F)(F)C(O)=O.C([O:21][C:22]([CH2:24][O:25][N:26]=[C:27]([C:61]1[N:62]=[C:63]([NH2:66])[S:64][CH:65]=1)[C:28]([NH:30][CH:31]1[C:59](=[O:60])[N:33]2[C:34]([C:43]([O:45]C(C3C=CC=CC=3)C3C=CC=CC=3)=[O:44])=[C:35]([CH:39]=[C:40]([F:42])[F:41])[CH2:36][S:37](=[O:38])[C@H:32]12)=[O:29])=[O:23])(C1C=CC=CC=1)C1C=CC=CC=1.C1(OC)C=CC=CC=1.C(OC(C)C)(C)C>C(Cl)Cl>[C:22]([CH2:24][O:25][N:26]=[C:27]([C:61]1[N:62]=[C:63]([NH2:66])[S:64][CH:65]=1)[C:28]([NH:30][CH:31]1[C:59](=[O:60])[N:33]2[C:34]([C:43]([OH:45])=[O:44])=[C:35]([CH:39]=[C:40]([F:41])[F:42])[CH2:36][S:37](=[O:38])[C@H:32]12)=[O:29])([OH:23])=[O:21]. Reported procedure: Trifluoroacetic acid (0.805 g) was added to a suspension of benzhydryl 7-[2-benzhydryloxycarbonylmethoxyimino-2-(2-aminothiazol-4-yl)acetamido]-3-(2,2-difluorovinyl)-3-cephem-4-carboxylate-1-oxide (syn isomer) (0.3 g) in methylene chloride (0.6 ml) and anisole (0.382 g) under ice-cooling and the mixture was stirred at the same temperature for 30 minutes. The reaction mixture was dropwise added to diisopropylether (10 ml) and the precipitates were collected by filtration. The precipitates were ad...